This data is from the Open Reaction Database (ORD), a public repository of structured organic reaction records. The task is: describe an organic reaction: reactants, conditions, products, and yield Reactants: NaH2PO4, C(C)C1=NC=NC=C1C1=NC=C(C(=N1)C)C(=O)C=1C(=NC(=NC1)C=1C(=NC=NC1)CC)C ((4-ethylpyrimidin-5-yl)-4-methylpyrimidin-5-yl ketone), CCOC(=O)C (EtOAc), [BH4-].[Na+] (sodium borohydride). The solvent is CCO (EtOH). Run at time 30 minute. The product is C(C)C1=NC=NC=C1C(O)C=1C(=NC=NC1)C (1-(4-ethylpyrimidin-5-yl)-1-(4-methylpyrimidin-5-yl)methanol). Reaction SMILES: C(C1C([C:9]2[N:14]=[C:13]([CH3:15])[C:12]([C:16]([C:18]3[C:19]([CH3:32])=[N:20][C:21](C4C(CC)=NC=NC=4)=[N:22][CH:23]=3)=[O:17])=[CH:11][N:10]=2)=CN=CN=1)C.[BH4-].[Na+].[CH3:35]COC(C)=O>CCO>[CH2:32]([C:19]1[C:18]([CH:16]([C:12]2[C:13]([CH3:15])=[N:14][CH:9]=[N:10][CH:11]=2)[OH:17])=[CH:23][N:22]=[CH:21][N:20]=1)[CH3:35] |f:1.2|. Reported procedure: To a solution of 63 mg of (4-ethylpyrimidin-5-yl)-4-methylpyrimidin-5-yl ketone in 1 ml EtOH chilled in an ice bath was added 7.4 mg of sodium borohydride. After stirring the solution for 30 minutes, 1 ml of EtOAc was added followed by 1 ml NaH2PO4 (pH=3.0). The mixture was stirred vigorously and the aqueous extracted with EtOAc (3 times). The organic layers were combined, dried (MgSO4) and filtered through silica gel with EtOAc. The solvent was evaporated to yield 52 mg of pure 1-(4-ethylpyrimi... The reactants are CI, CN(C)C=O, [H-], [Na+], CC(C)n1ccc2ccc(CO)cc21. Product: COCc1ccc2ccn(C(C)C)c2c1. RXN SMILES: [CH3:17][I:18].[CH3:19][N:20]([CH3:21])[CH:22]=[O:23].[H-:16].[Na+:15].[OH:1][CH2:2][c:3]1[cH:4][cH:5][c:6]2[cH:7][cH:8][n:9]([CH:12]([CH3:13])[CH3:14])[c:10]2[cH:11]1>>[O:1]([CH2:2][c:3]1[cH:4][cH:5][c:6]2[cH:7][cH:8][n:9]([CH:12]([CH3:13])[CH3:14])[c:10]2[cH:11]1)[CH3:17]. Reactants: FC(F)(F)c1ccc(-c2cc(Cl)nc(C3CC3)c2)cc1, Ic1c[nH]cn1. Product: FC(F)(F)c1ccc(-c2cc(C3CC3)nc(-n3cnc(I)c3)c2)cc1. Reaction SMILES: [Cl:1][c:2]1[n:3][c:4]([CH:18]2[CH2:19][CH2:20]2)[cH:5][c:6](-[c:8]2[cH:9][cH:10][c:11]([C:14]([F:15])([F:16])[F:17])[cH:12][cH:13]2)[cH:7]1.[I:21][c:22]1[n:23][cH:24][nH:25][cH:26]1>>[c:2]1(-[n:25]2[cH:24][n:23][c:22]([I:21])[cH:26]2)[n:3][c:4]([CH:18]2[CH2:19][CH2:20]2)[cH:5][c:6](-[c:8]2[cH:9][cH:10][c:11]([C:14]([F:15])([F:16])[F:17])[cH:12][cH:13]2)[cH:7]1. The yield is 67.0%. Product: FC1=C(C(=O)O)C=CC(=C1)C=1C([C@@H]2CC[C@]3([C@@]4(CC[C@@]5([C@@H]([C@H]4CC[C@@H]3[C@]2(CC1)C)[C@@H](CC5)C(=C)C)CNCCC(N5CCCC5)=O)C)C)(C)C (2-fluoro-4-((1R,3aS,5aR,5bR,7aR,11aS,11bR,13aR,13bR)-5a,5b,8,8,11a-pentamethyl-3a-((3-oxo-3-(pyrrolidin-1-yl)propylamino)methyl)-1-(prop-1-en-2-yl)-2,3,3a,4,5,5a,5b,6,7,7a,8,11,11a,11b,12,13,13a,13b-octadecahydro-1H-cyclopenta[a]chrysen-9-yl)benzoic acid). Procedure: The title compound was prepared in 67% yield following steps 5 and 6, using methyl 2-fluoro-4-((1R,3aS,5aR,5bR,7aR,11aS,11bR,13aR,13bR)-3a-formyl-5a,5b,8,8,11a-pentamethyl-1-(prop-1-en-2-yl)-2,3,3a,4,5,5a,5b,6,7,7a,8,11,11a,11b,12,13,13a,13b-octadecahydro-1H-cyclopenta[a]chrysen-9-yl)benzoate and 3-amino-1-(pyrrolidin-1-yl)propan-1-one hydrochloride as the reactant amine MS: m/e 687.5 (MH+), 1.74 min (method 2). 1H NMR (400 MHz, MeOD) δ ppm 0.96 (s, 3H) 0.98 (s, 3H) 1.02 (s, 3H) 1.08 (s, 3H) 1.1... RXN SMILES: [F:1][C:2]1[CH:11]=[C:10]([C:12]2[C:13]([CH3:42])([CH3:41])[C@H:14]3[C@:27]([CH3:30])([CH2:28][CH:29]=2)[C@@H:26]2[C@:17]([CH3:40])([C@@:18]4([CH3:39])[C@H:23]([CH2:24][CH2:25]2)[C@H:22]2[C@H:31]([C:34]([CH3:36])=[CH2:35])[CH2:32][CH2:33][C@:21]2([CH:37]=O)[CH2:20][CH2:19]4)[CH2:16][CH2:15]3)[CH:9]=[CH:8][C:3]=1[C:4]([O:6]C)=[O:5].Cl.[NH2:44][CH2:45][CH2:46][C:47]([N:49]1[CH2:53][CH2:52][CH2:51][CH2:50]1)=[O:48]>>[F:1][C:2]1[CH:11]=[C:10]([C:12]2[C:13]([CH3:42])([CH3:41])[C@H:14]3[C@:27]([CH3:30])([CH2:28][CH:29]=2)[C@@H:26]2[C@:17]([CH3:40])([C@@:18]4([CH3:39])[C@H:23]([CH2:24][CH2:25]2)[C@H:22]2[C@H:31]([C:34]([CH3:36])=[CH2:35])[CH2:32][CH2:33][C@:21]2([CH2:37][NH:44][CH2:45][CH2:46][C:47](=[O:48])[N:49]2[CH2:53][CH2:52][CH2:51][CH2:50]2)[CH2:20][CH2:19]4)[CH2:16][CH2:15]3)[CH:9]=[CH:8][C:3]=1[C:4]([OH:6])=[O:5] |f:1.2|. The reactants are FC1=C(C(=O)OC)C=CC(=C1)C=1C([C@@H]2CC[C@]3([C@@]4(CC[C@@]5([C@@H]([C@H]4CC[C@@H]3[C@]2(CC1)C)[C@@H](CC5)C(=C)C)C=O)C)C)(C)C (methyl 2-fluoro-4-((1R,3aS,5aR,5bR,7aR,11aS,11bR,13aR,13bR)-3a-formyl-5a,5b,8,8,11a-pentamethyl-1-(prop-1-en-2-yl)-2,3,3a,4,5,5a,5b,6,7,7a,8,11,11a,11b,12,13,13a,13b-octadecahydro-1H-cyclopenta[a]chrysen-9-yl)benzoate), Cl.NCCC(=O)N1CCCC1 (3-amino-1-(pyrrolidin-1-yl)propan-1-one hydrochloride), amine. Starting materials: O=[O+][O-] (O3), C(C)(C)(C)OC(NC(CC=C)(C(F)(F)F)C1=C(C=CC=C1)F)=O ([1-(2-fluoro-phenyl)-1-trifluoromethyl-but-3-enyl]-carbamic acid tert-butyl ester), C(=O)(O)[O-].[Na+] (NaHCO3), [BH4-].[Na+] (NaBH4). The solvent is O=O (oxygen), C(Cl)Cl (DCM), CO (MeOH). Run at temperature -75 celsius, time 10 minute. Yields the product C(C)(C)(C)OC(NC(CCO)(C(F)(F)F)C1=C(C=CC=C1)F)=O ([1-(2-Fluoro-phenyl)-3-hydroxy-1-trifluoromethyl-propyl]-carbamic acid tert-butyl ester). Yield: 83.5%. As a reaction SMILES: [C:1]([O:5][C:6](=[O:23])[NH:7][C:8]([C:16]1[CH:21]=[CH:20][CH:19]=[CH:18][C:17]=1[F:22])([C:12]([F:15])([F:14])[F:13])[CH2:9][CH:10]=C)([CH3:4])([CH3:3])[CH3:2].C([O-])(O)=[O:25].[Na+].O=[O+][O-].[BH4-].[Na+]>C(Cl)Cl.CO.O=O>[C:1]([O:5][C:6](=[O:23])[NH:7][C:8]([C:16]1[CH:21]=[CH:20][CH:19]=[CH:18][C:17]=1[F:22])([C:12]([F:15])([F:14])[F:13])[CH2:9][CH2:10][OH:25])([CH3:4])([CH3:3])[CH3:2] |f:1.2,4.5|. Reported procedure: A suspension of [[1-(2-fluoro-phenyl)-1-trifluoromethyl-but-3-enyl]-carbamic acid tert-butyl ester (9.27 g, 27.8 mmol) and NaHCO3 (3.50 g, 41.7 mmol) in 168 ml DCM and 56 ml MeOH was cooled to −75° C. A mixture of O3 in oxygen gas was introduced till the blue color persisted. The excess ozone was removed by bubbling through oxygen gas for 10 minutes. Solid NaBH4 (2.10 g, 55.6 mmol) was added in two portions. The mixture was stirred 10 min at −75° C. and then allowed to warm to 0° C. After 30 min... Reactants: ClCCl, CC(C)OC(=O)Cl, Cl, N#Cc1ccc2c(c1)c1c(n2Cc2ccccn2)CC(N)C1, c1ccncc1. Yields the product CC(C)OC(=O)NC1Cc2c(n(Cc3ccccn3)c3ccc(C#N)cc23)C1. As a reaction SMILES: [Cl:24][CH2:25][Cl:26].[Cl:27][C:28](=[O:29])[O:30][CH:31]([CH3:32])[CH3:33].[ClH:1].[NH2:2][CH:3]1[CH2:4][c:5]2[c:6]([n:7]([CH2:16][c:17]3[n:18][cH:19][cH:20][cH:21][cH:22]3)[c:8]3[cH:9][cH:10][c:11]([C:14]#[N:15])[cH:12][c:13]23)[CH2:23]1.[cH:34]1[cH:35][cH:36][n:37][cH:38][cH:39]1>>[NH:2]([CH:3]1[CH2:4][c:5]2[c:6]([n:7]([CH2:16][c:17]3[n:18][cH:19][cH:20][cH:21][cH:22]3)[c:8]3[cH:9][cH:10][c:11]([C:14]#[N:15])[cH:12][c:13]23)[CH2:23]1)[C:28](=[O:29])[O:30][CH:31]([CH3:32])[CH3:33].